Dataset: the Open Reaction Database (ORD), a public repository of structured organic reaction records. Task: describe an organic reaction: reactants, conditions, products, and yield The reactants are Cupric chloride, ClC1=C(C(=CC(=C1)C(F)(F)F)Cl)NNCCC#N (3-(2,6-dichloro-4-trifluoromethylphenylhydrazino)propionitrile). Solvent: ClC1=CC=CC=C1 (chlorobenzene). Reaction conditions: temperature 65 celsius. The product is ClC1=C(C(=CC(=C1)C(F)(F)F)Cl)NN=CCC#N (3-(2,6-dichloro-4-trifluoromethylphenylhydrazono)propionitrile). Reaction SMILES: [Cl:1][C:2]1[CH:7]=[C:6]([C:8]([F:11])([F:10])[F:9])[CH:5]=[C:4]([Cl:12])[C:3]=1[NH:13][NH:14][CH2:15][CH2:16][C:17]#[N:18]>ClC1C=CC=CC=1>[Cl:1][C:2]1[CH:7]=[C:6]([C:8]([F:10])([F:9])[F:11])[CH:5]=[C:4]([Cl:12])[C:3]=1[NH:13][N:14]=[CH:15][CH2:16][C:17]#[N:18]. Reported procedure: Cupric chloride (0.673 g, 2.5 equivalents) was added in one portion to a solution of 3-(2,6-dichloro-4-trifluoromethylphenylhydrazino)propionitrile (0591 g, 2 mmol) in chlorobenzene, and the mixture heated at 65° C. for 50 minutes. The reaction was judged to be complete and was cooled, washed (water), dried (magnesium sulphate), evaporated and separated by chromatography on silica gel to give 3-(2,6-dichloro-4-trifluoromethylphenylhydrazono)propionitrile,